From a dataset of the Open Reaction Database (ORD), a public repository of structured organic reaction records. describe an organic reaction: reactants, conditions, products, and yield Starting materials: CC(C)(C)OC(=O)N1CCC(O)(c2ccc(Br)cc2)CC1, C1CCOC1, CI, [H-], [Na+]. Product: COC1(c2ccc(Br)cc2)CCN(C(=O)OC(C)(C)C)CC1. RXN SMILES: [C:3]([CH3:4])([CH3:5])([CH3:6])[O:7][C:8](=[O:9])[N:10]1[CH2:11][CH2:12][C:13]([OH:16])([c:17]2[cH:18][cH:19][c:20]([Br:23])[cH:21][cH:22]2)[CH2:14][CH2:15]1.[CH2:26]1[O:27][CH2:28][CH2:29][CH2:30]1.[CH3:24][I:25].[H-:1].[Na+:2]>>[C:3]([CH3:4])([CH3:5])([CH3:6])[O:7][C:8](=[O:9])[N:10]1[CH2:11][CH2:12][C:13]([O:16][CH3:24])([c:17]2[cH:18][cH:19][c:20]([Br:23])[cH:21][cH:22]2)[CH2:14][CH2:15]1. The reactants are CCOC(=O)CP(=O)(OCC)OCC, Cn1cc2c(C=O)c(Cl)ccc2n1, [H-], [Na+], C1CCOC1, O. Yields the product CCOC(=O)C=Cc1c(Cl)ccc2nn(C)cc12. Reaction SMILES: [CH2:3]([O:4][P:5]([O:6][CH2:7][CH3:8])(=[O:9])[CH2:11][C:12](=[O:13])[O:14][CH2:15][CH3:16])[CH3:10].[Cl:17][c:18]1[c:19]([CH:28]=[O:29])[c:20]2[cH:21][n:22]([CH3:27])[n:23][c:24]2[cH:25][cH:26]1.[H-:1].[Na+:2].[O:31]1[CH2:32][CH2:33][CH2:34][CH2:35]1.[OH2:30]>>[CH:11]([C:12](=[O:13])[O:14][CH2:15][CH3:16])=[CH:28][c:19]1[c:18]([Cl:17])[cH:26][cH:25][c:24]2[c:20]1[cH:21][n:22]([CH3:27])[n:23]2. Reactants: N1=C(C=CC=C1)C(C)N (1-Pyridin-2-yl-ethylamine), C(=O)(OC(C)(C)C)N1CCC(CC1)=O (1-Boc-4-piperidone), [BH-](OC(=O)C)(OC(=O)C)OC(=O)C.[Na+] (NaBH(OAc)3). Run in C(Cl)Cl (CH2Cl2). Yields the product C(C)(C)(C)OC(=O)N1CCC(CC1)NC(C)C1=NC=CC=C1 (4-(1-Pyridin-2-yl-ethylamino)-piperidine-1-carboxylic acid tert-butyl ester). As a reaction SMILES: [N:1]1[CH:6]=[CH:5][CH:4]=[CH:3][C:2]=1[CH:7]([NH2:9])[CH3:8].[C:10]([N:17]1[CH2:22][CH2:21][C:20](=O)[CH2:19][CH2:18]1)([O:12][C:13]([CH3:16])([CH3:15])[CH3:14])=[O:11].[BH-](OC(C)=O)(OC(C)=O)OC(C)=O.[Na+]>C(Cl)Cl>[C:13]([O:12][C:10]([N:17]1[CH2:22][CH2:21][CH:20]([NH:9][CH:7]([C:2]2[CH:3]=[CH:4][CH:5]=[CH:6][N:1]=2)[CH3:8])[CH2:19][CH2:18]1)=[O:11])([CH3:16])([CH3:14])[CH3:15] |f:2.3|. Procedure details: Using General Procedure B: Reaction of 1-Pyridin-2-yl-ethylamine and 1-Boc-4-piperidone with NaBH(OAc)3 in CH2Cl2 gave 4-(1-Pyridin-2-yl-ethylamino)-piperidine-1-carboxylic acid tert-butyl ester as a colorless oil. Starting materials: O(C1=CC=CC=C1)CCCC#CC1=CC=C(C=O)C=C1 (4-(5-phenoxy-1-pentyn-1-yl)benzaldehyde), [BH4-].[Na+] (sodium borohydride). Run in C(C)O (ethanol). Reaction conditions: time 55 minute. Yields the product O(C1=CC=CC=C1)CCCC#CC1=CC=C(CO)C=C1 (4-(Phenoxy-1-pentyn-1-yl)-benzyl alcohol). Yield: 101.2%. As a reaction SMILES: [O:1]([CH2:8][CH2:9][CH2:10][C:11]#[C:12][C:13]1[CH:20]=[CH:19][C:16]([CH:17]=[O:18])=[CH:15][CH:14]=1)[C:2]1[CH:7]=[CH:6][CH:5]=[CH:4][CH:3]=1.[BH4-].[Na+]>C(O)C>[O:1]([CH2:8][CH2:9][CH2:10][C:11]#[C:12][C:13]1[CH:14]=[CH:15][C:16]([CH2:17][OH:18])=[CH:19][CH:20]=1)[C:2]1[CH:3]=[CH:4][CH:5]=[CH:6][CH:7]=1 |f:1.2|. Procedure details: A solution of 2.02 g of 4-(5-phenoxy-1-pentyn-1-yl)benzaldehyde in 5 ml of absolute ethanol was stirred with 0° C. bath cooling and 640 mg of sodium borohydride was added in portions. After stirring for 55 minutes the reaction mixture was quenched by the addition of water and then evaporated in vacuo. The residue was mixed cautiously with 2% sulfuric acid and extracted twice with ethyl acetate. The combined extracts were washed with saturated sodium chloride and then a sodium hydrogen carbonate ... The reactants are [Si](C1=CC=CC=C1)(C1=CC=CC=C1)(C(C)(C)C)OCC=1C=C(C=CC1)CO ((3-(((tert-butyldiphenylsilyl)oxy)methyl)phenyl)methanol). Reagents/catalysts: [O-2].[Mn+4].[O-2] (manganese(IV) oxide). Solvent: C1CCOC1 (THF). Conditions: time 5.5 hour. Product: [Si](C1=CC=CC=C1)(C1=CC=CC=C1)(C(C)(C)C)OCC=1C=C(C=O)C=CC1 (3-(((tert-butyldiphenylsilyl)oxy)methyl)benzaldehyde). Yield: 95.5%. As a reaction SMILES: [Si:1]([O:18][CH2:19][C:20]1[CH:21]=[C:22]([CH2:26][OH:27])[CH:23]=[CH:24][CH:25]=1)([C:14]([CH3:17])([CH3:16])[CH3:15])([C:8]1[CH:13]=[CH:12][CH:11]=[CH:10][CH:9]=1)[C:2]1[CH:7]=[CH:6][CH:5]=[CH:4][CH:3]=1>C1COCC1.[O-2].[Mn+4].[O-2]>[Si:1]([O:18][CH2:19][C:20]1[CH:21]=[C:22]([CH:23]=[CH:24][CH:25]=1)[CH:26]=[O:27])([C:14]([CH3:15])([CH3:16])[CH3:17])([C:2]1[CH:7]=[CH:6][CH:5]=[CH:4][CH:3]=1)[C:8]1[CH:9]=[CH:10][CH:11]=[CH:12][CH:13]=1 |f:2.3.4|. Procedure details: To a solution of (3-(((tert-butyldiphenylsilyl)oxy)methyl)phenyl)methanol (6.96 g) in THF (37 mL) was added manganese(IV) oxide (8.03 g), and the mixture was stirred at room temperature for 5.5 hr. The reaction mixture was filtered through celite, and the filtrate was concentrated under reduced pressure. The residue was purified by silica gel column chromatography (ethyl acetate/hexane) to give the title compound (6.61 g) as a pale-yellow oil. The reactants are O=C(O)c1cc(C(F)(F)F)cc(C(F)(F)F)c1, CC(C)(C)OC(=O)N1CCC(N)C(c2ccc(F)c(F)c2)C1, Cc1ccc(S(=O)(=O)O)cc1. Product: CC(C)(C)OC(=O)N1CCC(NC(=O)c2cc(C(F)(F)F)cc(C(F)(F)F)c2)C(c2ccc(F)c(F)c2)C1. RXN SMILES: [F:34][C:35]([c:36]1[cH:37][c:38]([C:39](=[O:40])[OH:41])[cH:42][c:43]([C:45]([F:46])([F:47])[F:48])[cH:44]1)([F:49])[F:50].[NH2:12][CH:13]1[CH:14]([c:26]2[cH:27][c:28]([F:33])[c:29]([F:32])[cH:30][cH:31]2)[CH2:15][N:16]([C:19](=[O:20])[O:21][C:22]([CH3:23])([CH3:24])[CH3:25])[CH2:17][CH2:18]1.[c:1]1([CH3:2])[cH:3][cH:4][c:5]([S:6]([OH:7])(=[O:8])=[O:9])[cH:10][cH:11]1>>[NH:12]([CH:13]1[CH:14]([c:26]2[cH:27][c:28]([F:33])[c:29]([F:32])[cH:30][cH:31]2)[CH2:15][N:16]([C:19](=[O:20])[O:21][C:22]([CH3:23])([CH3:24])[CH3:25])[CH2:17][CH2:18]1)[C:39]([c:38]1[cH:37][c:36]([C:35]([F:34])([F:49])[F:50])[cH:44][c:43]([C:45]([F:46])([F:47])[F:48])[cH:42]1)=[O:40]. The reactants are BrBr (bromine), C(C)(C)N(C1=CC=C(C=C1)Cl)C(C(C(=O)C)C)=O (N-isopropyl-4'-chloro-2-methylacetoacetanilide), O (water). Run in C(C)(=O)O (acetic acid), C(C)(=O)O (acetic acid). Reaction conditions: time 8 hour. Product: C(C)(C)N(C1=CC=C(C=C1)Cl)C(C(C(=O)CBr)C)=O (N-isopropyl-4'-chloro-4-bromo-2-methylacetoacetanilide). Isolated yield 93.6%. RXN SMILES: [CH:1]([N:4]([C:12](=[O:18])[CH:13]([CH3:17])[C:14]([CH3:16])=[O:15])[C:5]1[CH:10]=[CH:9][C:8]([Cl:11])=[CH:7][CH:6]=1)([CH3:3])[CH3:2].[Br:19]Br.O>C(O)(=O)C>[CH:1]([N:4]([C:12](=[O:18])[CH:13]([CH3:17])[C:14]([CH2:16][Br:19])=[O:15])[C:5]1[CH:10]=[CH:9][C:8]([Cl:11])=[CH:7][CH:6]=1)([CH3:3])[CH3:2]. Reported procedure: To a reaction flask which contained 71.6 g (0.267 mole) of N-isopropyl-4'-chloro-2-methylacetoacetanilide dissolved in 360 ml of glacial acetic acid, there was added dropwise a solution of 42.7 g (0.267 mole) of bromine in 30 ml of acetic acid. The solution was stirred overnight at ambient temperature. On the following morning, the reaction solution was added to two liters of cold water and the organic material was extracted into toluene. The latter was washed with water and dried over sodium su... Reactants: CC(C)(C)c1cc(C(=O)c2ccccc2)ccc1O, CNC, CCO, Cl, [Na+], [OH-]. The product is CN(C)Cc1cc(C(=O)c2ccccc2)cc(C(C)(C)C)c1O. RXN SMILES: [CH3:1][C:2]([CH3:3])([CH3:4])[c:5]1[cH:6][c:7]([C:8](=[O:9])[c:10]2[cH:11][cH:12][cH:13][cH:14][cH:15]2)[cH:16][cH:17][c:18]1[OH:19].[CH3:21][NH:22][CH3:23].[CH3:26][CH2:27][OH:28].[ClH:20].[Na+:25].[OH-:24]>>[CH3:1][C:2]([CH3:3])([CH3:4])[c:5]1[cH:6][c:7]([C:8](=[O:9])[c:10]2[cH:11][cH:12][cH:13][cH:14][cH:15]2)[cH:16][c:17]([CH2:26][N:22]([CH3:21])[CH3:23])[c:18]1[OH:19].